This data is from the Open Reaction Database (ORD), a public repository of structured organic reaction records. The task is: describe an organic reaction: reactants, conditions, products, and yield Starting materials: NC=1C=C(C(=O)OC)C=CC1SCCCl (methyl 3-amino-4-(2-chloroethylthio)benzoate), [I-].[Na+] (sodium iodide). The solvent is CC(CC)=O (2-butanone). Conditions: temperature 70 celsius. Product: S1C2=C(NCC1)C=C(C=C2)C(=O)OC (methyl 3,4-dihydro-2H-benzo[b][1,4]thiazine-6-carboxylate). The yield is 50.0%. As a reaction SMILES: [NH2:1][C:2]1[CH:3]=[C:4]([CH:9]=[CH:10][C:11]=1[S:12][CH2:13][CH2:14]Cl)[C:5]([O:7][CH3:8])=[O:6].[I-].[Na+]>CC(=O)CC>[S:12]1[CH2:13][CH2:14][NH:1][C:2]2[CH:3]=[C:4]([C:5]([O:7][CH3:8])=[O:6])[CH:9]=[CH:10][C:11]1=2 |f:1.2|. Procedure: To a solution of methyl 3-amino-4-(2-chloroethylthio)benzoate (19.7 mg, 0.080 mmol) in 2-butanone (2 mL) was added sodium iodide (36 mg, 0.240 mmol). The reaction mixture was heated to 70° C. and stirred over night at that temperature. The reaction mixture was cooled to room temperature. TLC and LCMS analysis of the reaction mixture indicated product formation. The product was purified by flash column chromatography [gradient elution with Hexanes and 5-50% EtOAc]. To provide methyl 3,4-dihydro-2... Starting materials: Cc1ccc(O)nc1, COCCOC, N#Cc1ccc(N(CCO)CC(F)(F)F)cc1C(F)(F)F. The product is Cc1ccc(OCCN(CC(F)(F)F)c2ccc(C#N)c(C(F)(F)F)c2)nc1. As a reaction SMILES: [CH3:22][c:23]1[cH:24][cH:25][c:26]([OH:29])[n:27][cH:28]1.[CH3:30][O:31][CH2:32][CH2:33][O:34][CH3:35].[OH:1][CH2:2][CH2:3][N:4]([c:5]1[cH:6][c:7]([C:13]([F:14])([F:15])[F:16])[c:8]([C:9]#[N:10])[cH:11][cH:12]1)[CH2:17][C:18]([F:19])([F:20])[F:21]>>[O:1]([CH2:2][CH2:3][N:4]([c:5]1[cH:6][c:7]([C:13]([F:14])([F:15])[F:16])[c:8]([C:9]#[N:10])[cH:11][cH:12]1)[CH2:17][C:18]([F:19])([F:20])[F:21])[c:26]1[cH:25][cH:24][c:23]([CH3:22])[cH:28][n:27]1. Reactants: ClC=1C(=C(C=CC1)NC1=NC=NC2=CC(=C(C=C12)CN([C@@H](C)C(=O)O)C(C)C)OC)F (N-({4-[(3-chloro-2-fluorophenyl)amino]-7-methoxyquinazolin-6-yl}methyl)-N-isopropyl-L-alanine), ClC=1C(=C(NC2=NC=NC3=CC(=C(C=C23)C=O)OC)C=CC1)F (4-(3-Chloro-2-fluoroanilino)-7-methoxyquinazoline-6-carbaldehyde), C(C)(C)N (isopropylamine). Product: ClC=1C(=C(C=CC1)NC1=NC=NC2=CC(=C(C=C12)CNC(C)C)OC)F (N-(3-chloro-2-fluorophenyl)-6-[(isopropylamino)methyl]-7-methoxyquinazolin-4-amine). Reaction SMILES: [Cl:1][C:2]1[C:3]([F:31])=[C:4]([NH:8][C:9]2[C:18]3[C:13](=[CH:14][C:15]([O:29][CH3:30])=[C:16]([CH2:19][N:20](C(C)C)[C@H:21]([C:23](O)=O)[CH3:22])[CH:17]=3)[N:12]=[CH:11][N:10]=2)[CH:5]=[CH:6][CH:7]=1.ClC1C(F)=C(C=CC=1)NC1C2C(=CC(OC)=C(C=O)C=2)N=CN=1.C(N)(C)C>>[Cl:1][C:2]1[C:3]([F:31])=[C:4]([NH:8][C:9]2[C:18]3[C:13](=[CH:14][C:15]([O:29][CH3:30])=[C:16]([CH2:19][NH:20][CH:21]([CH3:23])[CH3:22])[CH:17]=3)[N:12]=[CH:11][N:10]=2)[CH:5]=[CH:6][CH:7]=1. Reported procedure: The N-({4-[(3-chloro-2-fluorophenyl)amino]-7-methoxyquinazolin-6-yl}methyl)-N-isopropyl-L-alanine used as starting material was prepared as follows: 4-(3-Chloro-2-fluoroanilino)-7-methoxyquinazoline-6-carbaldehyde was coupled with isopropylamine using an analogous method to that described for the equivalent step in Example 1 to give N-(3-chloro-2-fluorophenyl)-6-[(isopropylamino)methyl]-7-methoxyquinazolin-4-amine; 1H NMR Spectrum: (DMSO-d6) 1.07 (d, 6H); 1.90 (brs, 1H); 2.80 (m, 1H); 3.83 (s, 2... Reactants: OC1CN(CCC1C1=CC=C(C=C1)O)C(=O)OC(C)(C)C (tert-butyl 3-hydroxy-4-(4-hydroxyphenyl)piperidine-1-carboxylate), CO (methanol), Cl (HCl). Solvent: C(Cl)(Cl)Cl (chloroform). Run at temperature 60 celsius, time 20 hour. The product is OC1CN(CCC1C1=CC=C(C=C1)O)C(=O)OCC1=CC=CC=C1 (Benzyl 3-hydroxy-4-(4-hydroxyphenyl)piperidine-1-carboxylate). As a reaction SMILES: [OH:1][CH:2]1[CH:7]([C:8]2[CH:13]=[CH:12][C:11]([OH:14])=[CH:10][CH:9]=2)[CH2:6][CH2:5][N:4]([C:15]([O:17][C:18]([CH3:21])(C)C)=[O:16])[CH2:3]1.CO.Cl>C(Cl)(Cl)Cl>[OH:1][CH:2]1[CH:7]([C:8]2[CH:9]=[CH:10][C:11]([OH:14])=[CH:12][CH:13]=2)[CH2:6][CH2:5][N:4]([C:15]([O:17][CH2:18][C:21]2[CH:3]=[CH:2][CH:7]=[CH:6][CH:5]=2)=[O:16])[CH2:3]1. Reported procedure: The mixture of 6.0 g of tert-butyl 3-hydroxy-4-(4-hydroxyphenyl)piperidine-1-carboxylate, 120 ml of methanol, 40 ml of chloroform and 20 ml of 2M HCl is stirred at 60° C. over 20 hours. The reaction mixture is cooled and the organic solvent is evaporated off. The resulting aqueous solution is admixed with stirring with 80 ml of saturated sodium hydrogencarbonate solution and 80 ml of ethyl acetate. The biphasic mixture is cooled to 0° C. and admixed slowly with 3.30 ml of benzyl chloroformate an... The reactants are ClC(Cl)Cl, O=S(=O)(O)Cl, Fc1ccc(-c2ccccc2)c(F)c1. Product: O=S(=O)(O)c1ccc(-c2ccc(F)cc2F)cc1. Reaction SMILES: [CH:20]([Cl:21])([Cl:22])[Cl:23].[Cl:15][S:16](=[O:17])(=[O:18])[OH:19].[F:1][c:2]1[c:3](-[c:9]2[cH:10][cH:11][cH:12][cH:13][cH:14]2)[cH:4][cH:5][c:6]([F:8])[cH:7]1>>[F:1][c:2]1[c:3](-[c:9]2[cH:10][cH:11][c:12]([S:16](=[O:17])(=[O:18])[OH:19])[cH:13][cH:14]2)[cH:4][cH:5][c:6]([F:8])[cH:7]1. Reactants: ClC1=CC(=C(C(=C1)OC)N1C(N(C(=CC1=O)C(F)(F)F)C)=O)F (3-(4-chloro-2-fluoro-6-methoxyphenyl)-1-methyl-6-trifluoromethyluracil), ice water, C(O)([O-])=O.[Na+] (sodium hydrogencarbonate), B(Br)(Br)Br (boron tribromide). Solvent: ClCCl (dichloromethane). Run at time 3 hour. Yields the product ClC1=CC(=C(C(=C1)O)N1C(N(C(=CC1=O)C(F)(F)F)C)=O)F (3-(4-chloro-2-fluoro-6-hydroxyphenyl)-1-methyl-6-trifluoromethyluracil). Yield: 99.7%. Reaction SMILES: [Cl:1][C:2]1[CH:7]=[C:6]([O:8]C)[C:5]([N:10]2[C:15](=[O:16])[CH:14]=[C:13]([C:17]([F:20])([F:19])[F:18])[N:12]([CH3:21])[C:11]2=[O:22])=[C:4]([F:23])[CH:3]=1.B(Br)(Br)Br.C(=O)([O-])O.[Na+]>ClCCl>[Cl:1][C:2]1[CH:7]=[C:6]([OH:8])[C:5]([N:10]2[C:15](=[O:16])[CH:14]=[C:13]([C:17]([F:18])([F:19])[F:20])[N:12]([CH3:21])[C:11]2=[O:22])=[C:4]([F:23])[CH:3]=1 |f:2.3|. Procedure: 5.7 g (16 mmol) of 3-(4-chloro-2-fluoro-6-methoxyphenyl)-1-methyl-6-trifluoromethyluracil was dissolved in 100 ml of dichloromethane, and 27 ml (80 mmol) of boron tribromide (3.0M dichloromethane solution) was dropwise added at 0° C. After stirring at room temperature for 3 hours, the reaction solution was poured into ice water and neutralized with sodium hydrogencarbonate. It was extracted with dichloromethane. The organic layer was washed sequentially with water and a saturated sodium chloride... The reactants are C(CCC)P(CCCC)CCCC (Tri-n-butyl phosphine), ClCC(=O)O (monochloroacetic acid), P (phosphine). The solvent is CO (methanol). The product is [Cl-].C(CCC)[P+](CC(=O)O)(CCCC)CCCC (Tri-n-butyl(carboxymethyl)phosphonium Chloride). Reaction SMILES: [CH2:1]([P:5]([CH2:10][CH2:11][CH2:12][CH3:13])[CH2:6][CH2:7][CH2:8][CH3:9])[CH2:2][CH2:3][CH3:4].[Cl:14][CH2:15][C:16]([OH:18])=[O:17].P>CO>[Cl-:14].[CH2:10]([P+:5]([CH2:1][CH2:2][CH2:3][CH3:4])([CH2:6][CH2:7][CH2:8][CH3:9])[CH2:15][C:16]([OH:18])=[O:17])[CH2:11][CH2:12][CH3:13] |f:4.5|. Procedure details: Tri-n-butyl phosphine (4.04 g, 0.02 mole) was added dropwise to a rapidly stirred solution of monochloroacetic acid (1.85 g, 0.02 mole) and 3.2 ml of methanol. The addition of the phosphine was at a rate such that the reaction temperature did not exceed about 30° C. The methanol solvent was subsequently evaporated under reduced pressure leaving a colorless viscous liquid whose infrared spectrum and elemental analysis corresponded to a compound of the formula